Dataset: the Open Reaction Database (ORD), a public repository of structured organic reaction records. Task: describe an organic reaction: reactants, conditions, products, and yield Yields the product C(C)(C)(C)OC(NC1=C(C=C(C(=C1)N(C)C)C#CC1=CC=CC=C1)N)=O ((2-Amino-5-dimethylamino-4-phenylethynyl-phenyl)-carbamic acid tert.-butyl ester), solid. The reactants are C(C)(C)(C)OC(NC1=C(C=C(C(=C1)N(C)C)C#CC1=CC=CC=C1)[N+](=O)[O-])=O ((5-dimethylamino-2-nitro-4-phenylethynyl-phenyl)-carbamic acid tert.-butyl ester), O.O.Cl[Sn]Cl (SnCl2.2H2O). Procedure: The title compound was prepared from (5-dimethylamino-2-nitro-4-phenylethynyl-phenyl)-carbamic acid tert.-butyl ester (Example H1) by reduction with SnCl2.2H2O according to the general procedure J (method b). Obtained as a brown solid (1.927 g). As a reaction SMILES: [C:1]([O:5][C:6](=[O:28])[NH:7][C:8]1[CH:13]=[C:12]([N:14]([CH3:16])[CH3:15])[C:11]([C:17]#[C:18][C:19]2[CH:24]=[CH:23][CH:22]=[CH:21][CH:20]=2)=[CH:10][C:9]=1[N+:25]([O-])=O)([CH3:4])([CH3:3])[CH3:2].O.O.Cl[Sn]Cl>>[C:1]([O:5][C:6](=[O:28])[NH:7][C:8]1[CH:13]=[C:12]([N:14]([CH3:16])[CH3:15])[C:11]([C:17]#[C:18][C:19]2[CH:24]=[CH:23][CH:22]=[CH:21][CH:20]=2)=[CH:10][C:9]=1[NH2:25])([CH3:4])([CH3:2])[CH3:3] |f:1.2.3|. Product: CN(C)c1ncnc2ccc(C=C3SC(=N)NC3=O)cc12. Starting materials: CN(C)c1ncnc2ccc(C=O)cc12, N=C1NC(=O)CS1. RXN SMILES: [CH3:1][N:2]([c:3]1[n:4][cH:5][n:6][c:7]2[cH:8][cH:9][c:10]([CH:13]=[O:14])[cH:11][c:12]12)[CH3:15].[NH:16]=[C:17]1[S:18][CH2:19][C:20](=[O:22])[NH:21]1>>[CH3:1][N:2]([c:3]1[n:4][cH:5][n:6][c:7]2[cH:8][cH:9][c:10]([CH:13]=[C:19]3[S:18][C:17](=[NH:16])[NH:21][C:20]3=[O:22])[cH:11][c:12]12)[CH3:15].